From a dataset of the Open Reaction Database (ORD), a public repository of structured organic reaction records. describe an organic reaction: reactants, conditions, products, and yield The reactants are CC(C)([O-])C.[K+] (potassium tert-butoxide), C(#N)CP(OCC)(OCC)=O (diethyl cyanomethylphosphonate), O=C1CC(C1)(CC#N)CC#N (2,2′-(3-oxocyclobutane-1,1-diyl)diacetonitrile). Solvent: O1CCCC1 (tetrahydrofuran), C1CCOC1 (THF). Reaction conditions: time 2 hour. Yields the product C1(CC(C1)=CC#N)(CC#N)CC#N (2,2′,2″-cyclobutane-1,1-diyl-3-ylidenetriacetonitrile). As a reaction SMILES: CC(C)([O-])C.[K+].[C:7]([CH2:9]P(=O)(OCC)OCC)#[N:8].O=[C:19]1[CH2:22][C:21]([CH2:26][C:27]#[N:28])([CH2:23][C:24]#[N:25])[CH2:20]1>O1CCCC1>[C:21]1([CH2:26][C:27]#[N:28])([CH2:23][C:24]#[N:25])[CH2:22][C:19](=[CH:9][C:7]#[N:8])[CH2:20]1 |f:0.1|. Procedure details: To a solution of 1.0 M of potassium tert-butoxide in tetrahydrofuran (5.1 mL) was added dropwise at 0° C. diethyl cyanomethylphosphonate (0.82 mL, 0.0051 mol). The reaction was warmed to rt and 30 min later cooled to 0° C. again. To the reaction mixture was added a solution of 2,2′-(3-oxocyclobutane-1,1-diyl)diacetonitrile (0.5 g, 0.003 mol) in THF (5 mL). The reaction was allowed to warm up to rt gradually and stirred at rt for 2 h. The reaction was quenched with saturated aq. NH4Cl, then extra...